From a dataset of the Open Reaction Database (ORD), a public repository of structured organic reaction records. describe an organic reaction: reactants, conditions, products, and yield Starting materials: ClCCOC1=CC=C(C=C1)CC1=CC=CC=C1 (1-(2-chloroethoxy)-4-(benzyl)benzene), [I-].[Na+] (sodium iodide), O (water). Run in CC(CC)=O (2-butanone). Product: ICCOC1=CC=C(C=C1)CC1=CC=CC=C1 (1-(2-iodoethoxy)-4-(benzyl)benzene). Yield: 72.9%. Reaction SMILES: Cl[CH2:2][CH2:3][O:4][C:5]1[CH:10]=[CH:9][C:8]([CH2:11][C:12]2[CH:17]=[CH:16][CH:15]=[CH:14][CH:13]=2)=[CH:7][CH:6]=1.[I-:18].[Na+].O>CC(=O)CC>[I:18][CH2:2][CH2:3][O:4][C:5]1[CH:10]=[CH:9][C:8]([CH2:11][C:12]2[CH:17]=[CH:16][CH:15]=[CH:14][CH:13]=2)=[CH:7][CH:6]=1 |f:1.2|. Procedure: A solution of 1-(2-chloroethoxy)-4-(benzyl)benzene (734 mg, 2.97 mmol) and sodium iodide (1.78 g, 11.9 mmol) in 2-butanone (30 mL) was heated at reflux for 16 hours. After cooling, water was added. The mixture was extracted with ethyl acetate. The organic layer was washed with brine, dried over sodium sulfate, and concentrated under reduced pressure. Flash chromatography gave 732 mg of 1-(2-iodoethoxy)-4-(benzyl)benzene, 1H NMR (300 MHz, CDCl3) δ 7.29 (dd, 2H), 7.19 (dd, 1H), 7.18 (d, 2H), 7.11 ... Starting materials: ClCC=Cc1ccc(Cl)cc1, COc1ccc(-c2cc(=O)[nH]nc2-c2ccc(OC)c(F)c2)cc1. Product: COc1ccc(-c2cc(=O)n(CC=Cc3ccc(Cl)cc3)nc2-c2ccc(OC)c(F)c2)cc1. RXN SMILES: [Cl:25][c:26]1[cH:27][cH:28][c:29]([CH:30]=[CH:31][CH2:32][Cl:33])[cH:34][cH:35]1.[F:1][c:2]1[cH:3][c:4](-[c:10]2[c:11](-[c:17]3[cH:18][cH:19][c:20]([O:23][CH3:24])[cH:21][cH:22]3)[cH:12][c:13](=[O:16])[nH:14][n:15]2)[cH:5][cH:6][c:7]1[O:8][CH3:9]>>[F:1][c:2]1[cH:3][c:4](-[c:10]2[c:11](-[c:17]3[cH:18][cH:19][c:20]([O:23][CH3:24])[cH:21][cH:22]3)[cH:12][c:13](=[O:16])[n:14]([CH2:32][CH:31]=[CH:30][c:29]3[cH:28][cH:27][c:26]([Cl:25])[cH:35][cH:34]3)[n:15]2)[cH:5][cH:6][c:7]1[O:8][CH3:9].